describe an organic reaction: reactants, conditions, products, and yield From a dataset of the Open Reaction Database (ORD), a public repository of structured organic reaction records. Product: O=C(c1ccc2ccccc2c1)c1ccsc1Cl. Reactants: Cc1ccccc1, OC(c1ccc2ccccc2c1)c1ccsc1Cl. RXN SMILES: [CH3:19][c:20]1[cH:21][cH:22][cH:23][cH:24][cH:25]1.[Cl:1][c:2]1[s:3][cH:4][cH:5][c:6]1[CH:7]([OH:8])[c:9]1[cH:10][c:11]2[cH:12][cH:13][cH:14][cH:15][c:16]2[cH:17][cH:18]1>>[Cl:1][c:2]1[s:3][cH:4][cH:5][c:6]1[C:7](=[O:8])[c:9]1[cH:10][c:11]2[cH:12][cH:13][cH:14][cH:15][c:16]2[cH:17][cH:18]1. The reactants are BrBr (bromine), FC(C1=NN(C=C1)C)F (3-difluoromethyl-N-methylpyrazole), S(=S)(=O)([O-])[O-].[Na+].[Na+] (sodium thiosulfate). Run in C(Cl)Cl (methylene chloride). Reaction conditions: temperature 25 celsius, time 22 hour. Yields the product BrC=1C(=NN(C1)C)C(F)F (4-bromo-3-difluoromethyl-1-methylpyrazole). RXN SMILES: [Br:1]Br.[F:3][CH:4]([F:11])[C:5]1[CH:9]=[CH:8][N:7]([CH3:10])[N:6]=1.S([O-])([O-])(=O)=S.[Na+].[Na+]>C(Cl)Cl>[Br:1][C:9]1[C:5]([CH:4]([F:11])[F:3])=[N:6][N:7]([CH3:10])[CH:8]=1 |f:2.3.4|. Procedure: At 25° C., bromine (Br2, 3 g) was added dropwise to a solution of 3-difluoromethyl-N-methylpyrazole (2.0 g) in methylene chloride (80 ml). The reaction mixture was stirred for a total of 22 h at 25° C., and aqueous sodium thiosulfate solution (0.1 M, 210 ml) was then added. After phase separation, the organic phase was freed from the solvent under reduced pressure (40° C./5 mbar). Part of the residue obtained (2.4 g of 2.8 g) was separated by column chromatography (SiO2, ethyl acetate/cyclohexan... The reactants are BrC1=CC=C(C=C1)OC(F)(F)F (1-bromo-4-(trifluoromethoxy)benzene), C(C1=CC=CC=C1)N1CCC(CC1)=O (1-benzyl-4-piperidinone), solution, C(CCC)[Li] (n-butyllithium). Solvent: C1CCOC1 (THF), C1CCOC1 (THF), CCCCCC (hexane). Product: C(C1=CC=CC=C1)N1CCC(CC1)(O)C1=CC=C(C=C1)OC(F)(F)F (1-Benzyl-4-[4-(trifluoromethoxy)phenyl]piperid-4-ol). Reaction SMILES: Br[C:2]1[CH:7]=[CH:6][C:5]([O:8][C:9]([F:12])([F:11])[F:10])=[CH:4][CH:3]=1.C([Li])CCC.[CH2:18]([N:25]1[CH2:30][CH2:29][C:28](=[O:31])[CH2:27][CH2:26]1)[C:19]1[CH:24]=[CH:23][CH:22]=[CH:21][CH:20]=1>C1COCC1.CCCCCC>[CH2:18]([N:25]1[CH2:30][CH2:29][C:28]([C:2]2[CH:7]=[CH:6][C:5]([O:8][C:9]([F:12])([F:11])[F:10])=[CH:4][CH:3]=2)([OH:31])[CH2:27][CH2:26]1)[C:19]1[CH:20]=[CH:21][CH:22]=[CH:23][CH:24]=1. Procedure details: This compound is prepared according to the procedure described in step A of Preparation 8.5, starting with 20 g of 1-bromo-4-(trifluoromethoxy)benzene in 300 ml of THF, 89.3 ml of a 1.6M solution of n-butyllithium in hexane and 24.1 ml of 1-benzyl-4-piperidinone in 50 ml of THF. 18.5 g of the expected product are obtained.